Dataset: the Open Reaction Database (ORD), a public repository of structured organic reaction records. Task: describe an organic reaction: reactants, conditions, products, and yield Reactants: FC(C=1N=C(SC1)NC(=O)C1=NC(=CC=C1NC=1C=NC=CC1)C)(F)F (6-Methyl-3-(pyridin-3-ylamino)-pyridine-2-carboxylic acid (4-trifluoromethyl-thiazol-2-yl)-amide), BrC=1C=NC=CC1C (3-Bromo-4-methylpyridine). The product is FC(C=1N=C(SC1)NC(=O)C1=NC(=CC=C1NC=1C=NC=CC1C)C)(F)F (6-Methyl-3-(4-methyl-pyridin-3-ylamino)-pyridine-2-carboxylic acid (4-trifluoromethyl-thiazol-2-yl)-amide). RXN SMILES: [F:1][C:2]([F:26])([F:25])[C:3]1[N:4]=[C:5]([NH:8][C:9]([C:11]2[C:16]([NH:17][C:18]3[CH:19]=[N:20][CH:21]=[CH:22][CH:23]=3)=[CH:15][CH:14]=[C:13]([CH3:24])[N:12]=2)=[O:10])[S:6][CH:7]=1.Br[C:28]1C=NC=CC=1C>>[F:26][C:2]([F:1])([F:25])[C:3]1[N:4]=[C:5]([NH:8][C:9]([C:11]2[C:16]([NH:17][C:18]3[CH:19]=[N:20][CH:21]=[CH:22][C:23]=3[CH3:28])=[CH:15][CH:14]=[C:13]([CH3:24])[N:12]=2)=[O:10])[S:6][CH:7]=1. Procedure details: The title compound, was prepared from 3-Amino-6-methyl-pyridine-2-carboxylic acid (4-trifluoromethyl-thiazol-2-yl)-amide (example 18) and 3-Bromo-4-methylpyridine in accordance with the general method of example 20 to yield the final compound as a orange solid, MS (ISP): m/e=394.0 (M+H+). Reactants: COCN1c2cc(CN3C(=O)c4ccccc4C3=O)ccc2Sc2nccnc21, CCO, NN, O. Product: COCN1c2cc(CN)ccc2Sc2nccnc21. As a reaction SMILES: [CH3:1][O:2][CH2:3][N:4]1[c:5]2[c:6]([n:26][cH:27][cH:28][n:29]2)[S:7][c:8]2[c:9]1[cH:10][c:11]([CH2:14][N:15]1[C:16](=[O:17])[c:18]3[cH:19][cH:20][cH:21][cH:22][c:23]3[C:24]1=[O:25])[cH:12][cH:13]2.[CH3:33][CH2:34][OH:35].[NH2:31][NH2:32].[OH2:30]>>[CH3:1][O:2][CH2:3][N:4]1[c:5]2[c:6]([n:26][cH:27][cH:28][n:29]2)[S:7][c:8]2[c:9]1[cH:10][c:11]([CH2:14][NH2:15])[cH:12][cH:13]2. Reactants: CC1=NC=CC=C1CO ((2-methyl-3-pyridinyl)methanol), ClC1=C(C=CC=C1Cl)S(=O)(=O)NC1=NC=C(N=C1Cl)Cl (2,3-Dichloro-N-(3,5-dichloro-2-pyrazinyl)benzenesulphonamide). The product is ClC1=C(C=CC=C1Cl)S(=O)(=O)NC1=NC=C(N=C1OCC=1C(=NC=CC1)C)Cl (2,3-Dichloro-N-[5-chloro-3-(2-methyl-3-pyridinylmethoxy)-2-pyrazinyl]benzenesulphonamide). Reaction SMILES: [CH3:1][C:2]1[C:7]([CH2:8][OH:9])=[CH:6][CH:5]=[CH:4][N:3]=1.[Cl:10][C:11]1[C:16]([Cl:17])=[CH:15][CH:14]=[CH:13][C:12]=1[S:18]([NH:21][C:22]1[C:27](Cl)=[N:26][C:25]([Cl:29])=[CH:24][N:23]=1)(=[O:20])=[O:19]>>[Cl:10][C:11]1[C:16]([Cl:17])=[CH:15][CH:14]=[CH:13][C:12]=1[S:18]([NH:21][C:22]1[C:27]([O:9][CH2:8][C:7]2[C:2]([CH3:1])=[N:3][CH:4]=[CH:5][CH:6]=2)=[N:26][C:25]([Cl:29])=[CH:24][N:23]=1)(=[O:20])=[O:19]. Reported procedure: Prepared by the method of Example 31 using (2-methyl-3-pyridinyl)methanol (0.15 g) and 2,3-dichloro-N-(3,5-dichloro-2-pyrazinyl)benzenesulphonamide (Example 74) (0.15 g). The reactants are C1OC=2C=C(C=CC2O1)C(=O)NC1(CCCCC1)C(=O)OCC (ethyl 1-[N-(3,4-methylenedioxyphenylcarbonyl) amino]cyclohexanecarboxylate), aqueous solution, [OH-].[Na+] (sodium hydroxide). Solvent: C(C)O (ethanol), O (water). The product is C1OC=2C=C(C=CC2O1)C(=O)NC1(CCCCC1)C(=O)O (1-[N-(3,4-methylenedioxyphenylcarbonyl)amino]cyclohexanecarboxylic acid). Isolated yield 66.9%. RXN SMILES: [CH2:1]1[O:9][C:8]2[CH:7]=[CH:6][C:5]([C:10]([NH:12][C:13]3([C:19]([O:21]CC)=[O:20])[CH2:18][CH2:17][CH2:16][CH2:15][CH2:14]3)=[O:11])=[CH:4][C:3]=2[O:2]1.[OH-].[Na+]>C(O)C.O>[CH2:1]1[O:9][C:8]2[CH:7]=[CH:6][C:5]([C:10]([NH:12][C:13]3([C:19]([OH:21])=[O:20])[CH2:18][CH2:17][CH2:16][CH2:15][CH2:14]3)=[O:11])=[CH:4][C:3]=2[O:2]1 |f:1.2|. Reported procedure: Subsequently, 5.21 g of ethyl 1-[N-(3,4-methylenedioxyphenylcarbonyl) amino]cyclohexanecarboxylate synthesized in the above was dissolved in ethanol, and then, 16 ml of aqueous solution of 1N-sodium hydroxide was added dropwise thereto. After making heat reflux for 18 hours, the reaction solution was concentrated under reduced pressure. The residue thus obtained was dissolved in water and was washed with ether. After the resulting water layer was made acid (pH=2) by addition of 4-hydrochloric ac... Starting materials: FC1=C(C#N)C=CC=C1 (2-fluorobenzonitrile), COCCN (2-methoxyethylamine). Yields the product COCCNC1=C(C#N)C=CC=C1 (2-(2-Methoxyethylamino)benzonitrile). As a reaction SMILES: F[C:2]1[CH:9]=[CH:8][CH:7]=[CH:6][C:3]=1[C:4]#[N:5].[CH3:10][O:11][CH2:12][CH2:13][NH2:14]>>[CH3:10][O:11][CH2:12][CH2:13][NH:14][C:2]1[CH:9]=[CH:8][CH:7]=[CH:6][C:3]=1[C:4]#[N:5]. Reported procedure: According to a similar manner to that in Reference Example 3, the title compound was synthesized from 2-fluorobenzonitrile and 2-methoxyethylamine.